From a dataset of the Open Reaction Database (ORD), a public repository of structured organic reaction records. describe an organic reaction: reactants, conditions, products, and yield Reactants: CC1=CC=C(C=C1)S(=O)(=O)OC[C@H]1C=CCC2=C(O1)C(=CC(=C2)F)C2=C(C=CC=C2Cl)Cl ((R)-(9-(2,6-dichlorophenyl)-7-fluoro-2,5-dihydrobenzo[b]oxepin-2-yl)methyl 4-methylbenzene-sulfonate), [H][H] (hydrogen). The reagents and catalysts are [Pt](=O)=O (platinum (IV) oxide). The solvent is C(C)(=O)OCC.C(C)O (ethyl acetate ethanol). The product is CC1=CC=C(C=C1)S(=O)(=O)OC[C@H]1CCCC2=C(O1)C(=CC(=C2)F)C2=C(C=CC=C2Cl)Cl ((R)-(9-(2,6-dichlorophenyl)-7-fluoro-2,3,4,5-tetrahydrobenzo[b]oxepin-2-yl)methyl 4-methylbenzene-sulfonate). The yield is 86.5%. RXN SMILES: [CH3:1][C:2]1[CH:7]=[CH:6][C:5]([S:8]([O:11][CH2:12][C@@H:13]2[O:19][C:18]3[C:20]([C:25]4[C:30]([Cl:31])=[CH:29][CH:28]=[CH:27][C:26]=4[Cl:32])=[CH:21][C:22]([F:24])=[CH:23][C:17]=3[CH2:16][CH:15]=[CH:14]2)(=[O:10])=[O:9])=[CH:4][CH:3]=1.[H][H]>C(OCC)(=O)C.C(O)C.[Pt](=O)=O>[CH3:1][C:2]1[CH:7]=[CH:6][C:5]([S:8]([O:11][CH2:12][C@@H:13]2[O:19][C:18]3[C:20]([C:25]4[C:30]([Cl:31])=[CH:29][CH:28]=[CH:27][C:26]=4[Cl:32])=[CH:21][C:22]([F:24])=[CH:23][C:17]=3[CH2:16][CH2:15][CH2:14]2)(=[O:10])=[O:9])=[CH:4][CH:3]=1 |f:2.3|. Reported procedure: A solution (R)-(9-(2,6-dichlorophenyl)-7-fluoro-2,5-dihydrobenzo[b]oxepin-2-yl)methyl 4-methylbenzene-sulfonate (0.7 g, 1.4 mmol) in ethyl acetate/ethanol (10/10 mL) was added platinum (IV) oxide (0.2 g) and the mixture hydrogenated at 45 psi of hydrogen for 14 hours. The reaction mixture was then filtered through celite and the filtrate concentrated under reduced pressure. Chromatography with 10–30% ethyl acetate in hexanes afforded 0.60 g (85%) of (R)-(9-(2,6-dichlorophenyl)-7-fluoro-2,3,4,5-t... The reactants are Clc1nc2ccc(Br)cc2s1, CN(C)C=O, CCN(C(C)C)C(C)C, Cl, OC1CCCNC1. The product is OC1CCCN(c2nc3ccc(Br)cc3s2)C1. As a reaction SMILES: [Br:1][c:2]1[cH:3][c:4]2[c:5]([n:6][c:7]([Cl:9])[s:8]2)[cH:10][cH:11]1.[CH3:29][N:30]([CH3:31])[CH:32]=[O:33].[CH:20]([N:21]([CH2:22][CH3:23])[CH:24]([CH3:25])[CH3:26])([CH3:27])[CH3:28].[ClH:12].[NH:13]1[CH2:14][CH:15]([OH:19])[CH2:16][CH2:17][CH2:18]1>>[Br:1][c:2]1[cH:3][c:4]2[c:5]([n:6][c:7]([N:13]3[CH2:14][CH:15]([OH:19])[CH2:16][CH2:17][CH2:18]3)[s:8]2)[cH:10][cH:11]1. Run in O (water). As a reaction SMILES: CC1OCCC1.[F:7][C:8]1[CH:9]=[C:10]2[C:16](B3OC(C)(C)C(C)(C)O3)=[CH:15][N:14]([S:26]([C:29]3[CH:34]=[CH:33][C:32]([CH3:35])=[CH:31][CH:30]=3)(=[O:28])=[O:27])[C:11]2=[N:12][CH:13]=1.Cl[C:37]1[N:42]=[C:41]([NH:43][C@@H:44]([C:50]([CH3:53])([CH3:52])[CH3:51])[CH2:45][C:46]([O:48][CH3:49])=[O:47])[C:40]([F:54])=[CH:39][N:38]=1.[O-]P([O-])([O-])=O.[K+].[K+].[K+].CC(C1C=C(C(C)C)C(C2C=CC=CC=2P(C2CCCCC2)C2CCCCC2)=C(C(C)C)C=1)C>C1C=CC(/C=C/C(/C=C/C2C=CC=CC=2)=O)=CC=1.C1C=CC(/C=C/C(/C=C/C2C=CC=CC=2)=O)=CC=1.C1C=CC(/C=C/C(/C=C/C2C=CC=CC=2)=O)=CC=1.[Pd].[Pd].O>[F:54][C:40]1[C:41]([NH:43][C@@H:44]([C:50]([CH3:53])([CH3:52])[CH3:51])[CH2:45][C:46]([O:48][CH3:49])=[O:47])=[N:42][C:37]([C:16]2[C:10]3[C:11](=[N:12][CH:13]=[C:8]([F:7])[CH:9]=3)[N:14]([S:26]([C:29]3[CH:30]=[CH:31][C:32]([CH3:35])=[CH:33][CH:34]=3)(=[O:28])=[O:27])[CH:15]=2)=[N:38][CH:39]=1 |f:3.4.5.6,8.9.10.11.12|. Starting materials: CC(C)C1=CC(=C(C(=C1)C(C)C)C2=C(C=CC=C2)P(C3CCCCC3)C4CCCCC4)C(C)C (XPhos), CC1CCCO1 (2-MeTHF), FC=1C=C2C(=NC1)N(C=C2B2OC(C(O2)(C)C)(C)C)S(=O)(=O)C2=CC=C(C=C2)C (5-fluoro-1-(p-tolylsulfonyl)-3-(4,4,5,5-tetramethyl-1,3,2-dioxaborolan-2-yl)pyrrolo[2,3-b]pyridine), 7a, methyl (R)-methyl 3-((2-chloro-5-fluoropyrimidin-4-yl)amino)-4,4-dimethylpentanoate, ClC1=NC=C(C(=N1)N[C@H](CC(=O)OC)C(C)(C)C)F ((R)-methyl 3-((2-chloro-5-fluoropyrimidin-4-yl)amino)-4,4-dimethylpentanoate), [O-]P(=O)([O-])[O-].[K+].[K+].[K+] (K3PO4). Reagents/catalysts: C=1C=CC(=CC1)/C=C/C(=O)/C=C/C2=CC=CC=C2.C=1C=CC(=CC1)/C=C/C(=O)/C=C/C2=CC=CC=C2.C=1C=CC(=CC1)/C=C/C(=O)/C=C/C2=CC=CC=C2.[Pd].[Pd] (Pd2(dba)3). The product is FC=1C(=NC(=NC1)C1=CN(C2=NC=C(C=C21)F)S(=O)(=O)C2=CC=C(C)C=C2)N[C@H](CC(=O)OC)C(C)(C)C ((R)-methyl 3-((5-fluoro-2-(5-fluoro-1-tosyl-1H-pyrrolo[2,3-b]pyridin-3-yl)pyrimidin-4-yl)amino)-4,4-dimethylpentanoate). Run at temperature 115 celsius, time 2 hour. Reported procedure: A 2-MeTHF (253 mL)/water (56 mL) solution of 5-fluoro-1-(p-tolylsulfonyl)-3-(4,4,5,5-tetramethyl-1,3,2-dioxaborolan-2-yl)pyrrolo[2,3-b]pyridine, 7a, (24.3 g, 58.3 mmol), methyl (R)-methyl 3-((2-chloro-5-fluoropyrimidin-4-yl)amino)-4,4-dimethylpentanoate, 6a, (14.1 g, 48.6 mmol) and K3PO4 (30.9 g, 146 mmol) was purged with nitrogen for 0.75 h. XPhos (2.8 g, 5.8 mmol) and Pd2(dba)3 (1.1 g, 1.2 mmol) were added and the reaction mixture was stirred at 115° C. in a sealed tube for 2 h. The reaction m... Reactants: O=C([O-])O, COc1cc(C#N)c([N+](=O)[O-])cc1OCc1ccccc1, C1COCCO1, CCCC[N+](CCCC)(CCCC)CCCC, CCOCC, [Cl-], ClCCl, Cl, [Na+], [Na+], [Na+], O, O=S([O-])S(=O)[O-]. Product: COc1cc(C#N)c(N)cc1OCc1ccccc1. Reaction SMILES: [C:22](=[O:23])([OH:24])[O-:25].[CH2:1]([c:2]1[cH:3][cH:4][cH:5][cH:6][cH:7]1)[O:8][c:9]1[c:10]([O:20][CH3:21])[cH:11][c:12]([C:13]#[N:14])[c:15]([N+:17]([O-:18])=[O:19])[cH:16]1.[CH2:36]1[O:37][CH2:38][CH2:39][O:40][CH2:41]1.[CH3:43][CH2:44][CH2:45][CH2:46][N+:47]([CH2:48][CH2:49][CH2:50][CH3:51])([CH2:52][CH2:53][CH2:54][CH3:55])[CH2:56][CH2:57][CH2:58][CH3:59].[CH3:60][CH2:61][O:62][CH2:63][CH3:64].[Cl-:42].[Cl:65][CH2:66][Cl:67].[ClH:35].[Na+:26].[Na+:33].[Na+:34].[OH2:68].[S:27]([S:28]([O-:29])=[O:30])([O-:31])=[O:32]>>[CH2:1]([c:2]1[cH:3][cH:4][cH:5][cH:6][cH:7]1)[O:8][c:9]1[c:10]([O:20][CH3:21])[cH:11][c:12]([C:13]#[N:14])[c:15]([NH2:17])[cH:16]1. As a reaction SMILES: [CH2:23]([Cl:24])[Cl:25].[ClH:1].[K+:21].[NH2:2][CH2:3][c:4]1[cH:5][cH:6][c:7](-[c:10]2[c:11]([C:16]#[N:17])[cH:12][cH:13][cH:14][cH:15]2)[cH:8][cH:9]1.[NH4+:18].[OH-:19].[OH-:20].[OH2:22]>>[ClH:1].[NH2:2][CH2:3][c:4]1[cH:5][cH:6][c:7](-[c:10]2[c:11]([C:16]([NH2:17])=[O:19])[cH:12][cH:13][cH:14][cH:15]2)[cH:8][cH:9]1. Reactants: ClCCl, Cl, [K+], N#Cc1ccccc1-c1ccc(CN)cc1, [NH4+], [OH-], [OH-], O. Yields the product Cl, NCc1ccc(-c2ccccc2C(N)=O)cc1. Starting materials: CO, ClI, O=c1cc[nH]c(=O)[nH]1. The product is O=c1[nH]cc(I)c(=O)[nH]1. RXN SMILES: [CH3:11][OH:12].[I:9][Cl:10].[nH:1]1[c:2](=[O:3])[nH:4][c:5](=[O:6])[cH:7][cH:8]1>>[nH:1]1[c:2](=[O:3])[nH:4][c:5](=[O:6])[c:7]([I:9])[cH:8]1.